This data is from the Open Reaction Database (ORD), a public repository of structured organic reaction records. The task is: describe an organic reaction: reactants, conditions, products, and yield Starting materials: C(C)(C)(C)[C@@H]1NC(O[C@H]2[C@H](CCCCCC=3C(=NC=4C=CC=CC4C3C=C)O[C@@H]3C[C@H](N(C1=O)C3)C(=O)OC)C2)=O (methyl (1aR,5S,8S,10R,22aR)-5-tert-butyl-17-vinyl-3,6-dioxo-1,1a,3,4,5,6,9,10,18,19,20,21,22,22a-tetradecahydro-8H-7,10-methanocyclopropa[18,19][1,10,3,6]dioxadiazacyclononadecino[11,12-b]quinoline-8-carboxylate), potassium osmate, potassium osmate, I(=O)(=O)(=O)[O-].[Na+] (sodium periodate), I(=O)(=O)(=O)[O-].[Na+] (sodium periodate). Run in CC(=O)C (acetone), O (water). Reaction conditions: time 2 hour. Yields the product C(C)(C)(C)[C@@H]1NC(O[C@H]2[C@H](CCCCCC=3C(=NC=4C=CC=CC4C3C=O)O[C@@H]3C[C@H](N(C1=O)C3)C(=O)OC)C2)=O (methyl (1aR,5S,8S,10R,22aR)-5-tert-butyl-17-formyl-3,6-dioxo-1,1a,3,4,5,6,9,10,18,19,20,21,22,22a-tetradecahydro-8H-7,10-methanocyclopropa[18,19][1,10,3,6]dioxadiazacyclononadecino[11,12-b]quinoline-8-carboxylate). Reaction SMILES: [C:1]([C@H:5]1[C:33](=[O:34])[N:32]2[CH2:35][C@@H:29]([CH2:30][C@H:31]2[C:36]([O:38][CH3:39])=[O:37])[O:28][C:17]2=[N:18][C:19]3[CH:20]=[CH:21][CH:22]=[CH:23][C:24]=3[C:25]([CH:26]=C)=[C:16]2[CH2:15][CH2:14][CH2:13][CH2:12][CH2:11][C@@H:10]2[CH2:40][C@H:9]2[O:8][C:7](=[O:41])[NH:6]1)([CH3:4])([CH3:3])[CH3:2].I([O-])(=O)(=O)=[O:43].[Na+]>CC(C)=O.O>[C:1]([C@H:5]1[C:33](=[O:34])[N:32]2[CH2:35][C@@H:29]([CH2:30][C@H:31]2[C:36]([O:38][CH3:39])=[O:37])[O:28][C:17]2=[N:18][C:19]3[CH:20]=[CH:21][CH:22]=[CH:23][C:24]=3[C:25]([CH:26]=[O:43])=[C:16]2[CH2:15][CH2:14][CH2:13][CH2:12][CH2:11][C@@H:10]2[CH2:40][C@H:9]2[O:8][C:7](=[O:41])[NH:6]1)([CH3:3])([CH3:4])[CH3:2] |f:1.2|. Reported procedure: To a solution of the product from Step 1 (30 mg, 0.053 mmol) in acetone (1 ml) and water (1 mL) was added potassium osmate dehydrate (19.61 mg, 0.053 mmol). The reaction was stirred at room temperature for 10 minutes after which sodium periodate (114 mg, 0.532 mmol) was added. After stirring for 2 hours, an additional 15 mg of potassium osmate and 115 mg of sodium periodate were added. After stirring 16 hours, the reaction was filtered and the solid was washed with acetone. The filtrate was conc... Reactants: CC(C)(C)OC(=O)Nc1cc(F)c(F)cc1C(=O)NCC(=O)NCC1CCNCC1, [BH3-]C#N, CC(=O)O, CO, O=Cc1ccc(Cl)c([N+](=O)[O-])c1, [Na+]. Yields the product CC(C)(C)OC(=O)Nc1cc(F)c(F)cc1C(=O)NCC(=O)NCC1CCN(Cc2ccc(Cl)c([N+](=O)[O-])c2)CC1. Reaction SMILES: [C:1]([CH3:2])([CH3:3])([CH3:4])[O:5][C:6](=[O:7])[NH:8][c:9]1[c:10]([C:11](=[O:12])[NH:13][CH2:14][C:15](=[O:16])[NH:17][CH2:18][CH:19]2[CH2:20][CH2:21][NH:22][CH2:23][CH2:24]2)[cH:25][c:26]([F:30])[c:27]([F:29])[cH:28]1.[C:47]([BH3-:48])#[N:49].[CH3:43][C:44](=[O:45])[OH:46].[CH3:51][OH:52].[Cl:31][c:32]1[c:33]([N+:40](=[O:41])[O-:42])[cH:34][c:35]([CH:36]=[O:37])[cH:38][cH:39]1.[Na+:50]>>[C:1]([CH3:2])([CH3:3])([CH3:4])[O:5][C:6](=[O:7])[NH:8][c:9]1[c:10]([C:11](=[O:12])[NH:13][CH2:14][C:15](=[O:16])[NH:17][CH2:18][CH:19]2[CH2:20][CH2:21][N:22]([CH2:36][c:35]3[cH:34][c:33]([N+:40](=[O:41])[O-:42])[c:32]([Cl:31])[cH:39][cH:38]3)[CH2:23][CH2:24]2)[cH:25][c:26]([F:30])[c:27]([F:29])[cH:28]1. Starting materials: CC=1NC(=C(C(C1C(=O)OC)CCCCC(=O)O)C(=O)OC)C (1,4-Dihydro-2,6-dimethyl-4-(5-hydroxy-5-oxopentyl)-3,5-pyridine Dicarboxylic Acid, Dimethyl Ester), C1(CCCCC1)N1CCN(CC1)CCCN (4-(cyclohexyl)-1-piperazinepropanamine). Product: CC=1NC(=C(C(C1C(=O)OC)CCCCC(=O)NCCCN1CCN(CC1)C1CCCCC1)C(=O)OC)C (1,4-dihydro-2,6-dimethyl-4-[5-[[3-(4-cyclohexyl-1-piperazinyl) propyl]amino]-5-oxopentyl]-3,5-pyridine dicarboxylic acid, dimethyl ester). RXN SMILES: [CH3:1][C:2]1[NH:3][C:4]([CH3:23])=[C:5]([C:19]([O:21][CH3:22])=[O:20])[CH:6]([CH2:12][CH2:13][CH2:14][CH2:15][C:16]([OH:18])=O)[C:7]=1[C:8]([O:10][CH3:11])=[O:9].[CH:24]1([N:30]2[CH2:35][CH2:34][N:33]([CH2:36][CH2:37][CH2:38][NH2:39])[CH2:32][CH2:31]2)[CH2:29][CH2:28][CH2:27][CH2:26][CH2:25]1>>[CH3:23][C:4]1[NH:3][C:2]([CH3:1])=[C:7]([C:8]([O:10][CH3:11])=[O:9])[CH:6]([CH2:12][CH2:13][CH2:14][CH2:15][C:16]([NH:39][CH2:38][CH2:37][CH2:36][N:33]2[CH2:32][CH2:31][N:30]([CH:24]3[CH2:29][CH2:28][CH2:27][CH2:26][CH2:25]3)[CH2:35][CH2:34]2)=[O:18])[C:5]=1[C:19]([O:21][CH3:22])=[O:20]. Procedure details: The compound of Example 4 and 4-(cyclohexyl)-1-piperazinepropanamine were reacted according to the General Procedure of Example 13 to yield 1,4-dihydro-2,6-dimethyl-4-[5-[[3-(4-cyclohexyl-1-piperazinyl) propyl]amino]-5-oxopentyl]-3,5-pyridine dicarboxylic acid, dimethyl ester. 1H NMR (DMSO-d6) δ 8.71 (s, 1 H), 8 7.70 (br. t, 1 H), 3.75 (t, 1 H, J=5.4 Hz), 3.59 (s, 6 H), 3.15 (m, 1 H), 2.99 (m, 2 H), 2.45 (m,4 H),2.15 (s,6 H), 1.94 (t, 2 H, J=7.3 Hz), 1.7 (m, 4 H), 1.4-1.2 (m, 9 H), 1.2-1.0 (m, 1...